The task is: describe an organic reaction: reactants, conditions, products, and yield. This data is from the Open Reaction Database (ORD), a public repository of structured organic reaction records. Starting materials: FC=1C=C(OC=2C=C(C(=O)O)C=C(C2)O[C@H](COC)C)C=CC1F (3-(3,4-Difluoro-phenoxy)-5-((S)-2-methoxy-1-methyl-ethoxy)-benzoic acid), C(C)OC(CSC1=CN=C(S1)N)=O ((2-amino-thiazol-5-ylsulfanyl)-acetic acid ethyl ester). Yields the product C(C)OC(CSC1=CN=C(S1)NC(C1=CC(=CC(=C1)O[C@H](COC)C)OC1=CC(=C(C=C1)F)F)=O)=O ({2-[3-(3,4-Difluoro-phenoxy)-5-((S)-2-methoxy-1-methyl-ethoxy)-benzoylamino]-thiazol-5-ylsulfanyl}-acetic acid ethyl ester). RXN SMILES: [F:1][C:2]1[CH:3]=[C:4]([CH:21]=[CH:22][C:23]=1[F:24])[O:5][C:6]1[CH:7]=[C:8]([CH:12]=[C:13]([O:15][C@@H:16]([CH3:20])[CH2:17][O:18][CH3:19])[CH:14]=1)[C:9]([OH:11])=O.[CH2:25]([O:27][C:28](=[O:37])[CH2:29][S:30][C:31]1[S:35][C:34]([NH2:36])=[N:33][CH:32]=1)[CH3:26]>>[CH2:25]([O:27][C:28](=[O:37])[CH2:29][S:30][C:31]1[S:35][C:34]([NH:36][C:9](=[O:11])[C:8]2[CH:12]=[C:13]([O:15][C@@H:16]([CH3:20])[CH2:17][O:18][CH3:19])[CH:14]=[C:6]([O:5][C:4]3[CH:21]=[CH:22][C:23]([F:24])=[C:2]([F:1])[CH:3]=3)[CH:7]=2)=[N:33][CH:32]=1)[CH3:26]. Procedure details: The title compound was prepared from 3-(3,4-Difluoro-phenoxy)-5-((S)-2-methoxy-1-methyl-ethoxy)-benzoic acid and (2-amino-thiazol-5-ylsulfanyl)-acetic acid ethyl ester following general procedure A Starting materials: CCn1cnc(C2OC(OC(=O)c3ccccc3)C(OC(=O)c3ccccc3)C2OC(=O)c2ccccc2)n1, CCn1cnc(C2OC(OC(=O)c3ccccc3)C(OC(=O)c3ccccc3)C2OC(=O)c2ccccc2)n1, O=C(NCCN1CCCCC1)c1nc(NCC(c2ccccc2)c2ccccc2)c2nc[nH]c2n1. The product is CCn1cnc(C2OC(n3cnc4c(NCC(c5ccccc5)c5ccccc5)nc(C(=O)NCCN5CCCCC5)nc43)C(OC(=O)c3ccccc3)C2OC(=O)c2ccccc2)n1. RXN SMILES: [C:36]([O:37][CH:45]1[O:46][CH:47]([c:68]2[n:69][n:70]([CH2:73][CH3:74])[cH:71][n:72]2)[CH:48]([O:59][C:60]([c:61]2[cH:62][cH:63][cH:64][cH:65][cH:66]2)=[O:67])[CH:49]1[O:50][C:51]([c:52]1[cH:53][cH:54][cH:55][cH:56][cH:57]1)=[O:58])(=[O:38])[c:39]1[cH:40][cH:41][cH:42][cH:43][cH:44]1.[C:75]([O:76][CH:77]1[CH:78]([O:79][C:80](=[O:81])[c:82]2[cH:83][cH:84][cH:85][cH:86][cH:87]2)[CH:88]([O:89][C:90](=[O:91])[c:92]2[cH:93][cH:94][cH:95][cH:96][cH:97]2)[CH:98]([c:99]2[n:100][cH:101][n:102]([CH2:103][CH3:104])[n:105]2)[O:106]1)(=[O:107])[c:108]1[cH:109][cH:110][cH:111][cH:112][cH:113]1.[c:1]1([CH:7]([CH2:8][NH:9][c:10]2[c:11]3[n:12][cH:13][nH:14][c:15]3[n:16][c:17]([C:19](=[O:20])[NH:21][CH2:22][CH2:23][N:24]3[CH2:25][CH2:26][CH2:27][CH2:28][CH2:29]3)[n:18]2)[c:30]2[cH:31][cH:32][cH:33][cH:34][cH:35]2)[cH:2][cH:3][cH:4][cH:5][cH:6]1>>[c:1]1([CH:7]([CH2:8][NH:9][c:10]2[c:11]3[n:12][cH:13][n:14]([CH:45]4[O:46][CH:47]([c:68]5[n:69][n:70]([CH2:73][CH3:74])[cH:71][n:72]5)[CH:48]([O:59][C:60]([c:61]5[cH:62][cH:63][cH:64][cH:65][cH:66]5)=[O:67])[CH:49]4[O:50][C:51]([c:52]4[cH:53][cH:54][cH:55][cH:56][cH:57]4)=[O:58])[c:15]3[n:16][c:17]([C:19](=[O:20])[NH:21][CH2:22][CH2:23][N:24]3[CH2:25][CH2:26][CH2:27][CH2:28][CH2:29]3)[n:18]2)[c:30]2[cH:31][cH:32][cH:33][cH:34][cH:35]2)[cH:2][cH:3][cH:4][cH:5][cH:6]1.